This data is from the Open Reaction Database (ORD), a public repository of structured organic reaction records. The task is: describe an organic reaction: reactants, conditions, products, and yield Reactants: CCOCC, [Na+], C1CCOC1, [OH-], O, CCOC(=O)CCCCc1cccs1. The product is O=C(O)CCCCc1cccs1. As a reaction SMILES: [CH3:23][CH2:24][O:25][CH2:26][CH3:27].[Na+:16].[O:18]1[CH2:19][CH2:20][CH2:21][CH2:22]1.[OH-:15].[OH2:17].[s:1]1[c:2]([CH2:6][CH2:7][CH2:8][CH2:9][C:10](=[O:11])[O:12][CH2:13][CH3:14])[cH:3][cH:4][cH:5]1>>[s:1]1[c:2]([CH2:6][CH2:7][CH2:8][CH2:9][C:10](=[O:11])[OH:12])[cH:3][cH:4][cH:5]1. Starting materials: C1CCOC1, COC(=O)C1NC(=O)C1CCCNC(=NC(=O)OCc1ccccc1)NC(=O)OCc1ccccc1, C[Si](C)(C)[N-][Si](C)(C)C, [Na+], Cc1ccc(S(=O)(=O)Cl)cc1. As a reaction SMILES: [CH2:58]1[O:59][CH2:60][CH2:61][CH2:62]1.[CH3:1][O:2][C:3](=[O:4])[CH:5]1[CH:6]([CH2:10][CH2:11][CH2:12][NH:13][C:14](=[N:15][C:16](=[O:17])[O:18][CH2:19][c:20]2[cH:21][cH:22][cH:23][cH:24][cH:25]2)[NH:26][C:27](=[O:28])[O:29][CH2:30][c:31]2[cH:32][cH:33][cH:34][cH:35][cH:36]2)[C:7](=[O:9])[NH:8]1.[CH3:37][Si:38]([N-:39][Si:40]([CH3:41])([CH3:42])[CH3:43])([CH3:44])[CH3:45].[Na+:46].[c:47]1([CH3:57])[cH:48][cH:49][c:50]([S:53](=[O:54])(=[O:55])[Cl:56])[cH:51][cH:52]1>>[CH3:1][O:2][C:3](=[O:4])[CH:5]1[CH:6]([CH2:10][CH2:11][CH2:12][NH:13][C:14](=[N:15][C:16](=[O:17])[O:18][CH2:19][c:20]2[cH:21][cH:22][cH:23][cH:24][cH:25]2)[NH:26][C:27](=[O:28])[O:29][CH2:30][c:31]2[cH:32][cH:33][cH:34][cH:35][cH:36]2)[C:7](=[O:9])[N:8]1[S:53]([c:50]1[cH:49][cH:48][c:47]([CH3:57])[cH:52][cH:51]1)(=[O:54])=[O:55]. Yields the product COC(=O)C1C(CCCNC(=NC(=O)OCc2ccccc2)NC(=O)OCc2ccccc2)C(=O)N1S(=O)(=O)c1ccc(C)cc1. The reactants are C(C)OC(=O)C=1C=NN(C1)C1=NC(=C2N=CN(C2=N1)[C@H]1[C@@H]([C@@H]([C@H](C1)NC(CC)=O)O)O)NC(C1=CC=C(C=C1)OC)C1=CC=C(C=C1)OC (1-[6-{[bis-(4-methoxy-phenyl)-methyl]-amino}-9-((1R,2S,3R,4S)-2,3-dihydroxy-4-propionylamino-cyclopentyl)-9H-purin-2-yl]-1H-pyrazole-4-carboxylic acid ethyl ester), C1(=CC=CC=C1)C(CNC1=C2N=CN(C2=NC(=N1)NN)[C@H]1[C@@H]([C@@H]([C@H](C1)NC(CO)=O)O)O)C1=CC=CC=C1 (N-{(1S,2R,3S,4R)-4-[6-(2,2-diphenyl-ethylamino)-2-hydrazino-purin-9-yl]-2,3-dihydroxy-cyclopentyl}-2-hydroxy-acetamide), [N+](=O)([O-])C(C=O)C=O.[Na] (sodium nitromalonaldehyde). Yields the product C1(=CC=CC=C1)C(CNC1=C2N=CN(C2=NC(=N1)N1N=CC(=C1)[N+](=O)[O-])[C@H]1[C@@H]([C@@H]([C@H](C1)NC(CO)=O)O)O)C1=CC=CC=C1 (N-{(1S,2R,3S,4R)-4-[6-(2,2-Diphenyl-ethylamino)-2-(4-nitro-pyrazol-1-yl)-purin-9-yl]-2,3-dihydroxy-cyclopentyl}-2-hydroxy-acetamide). RXN SMILES: C(OC(C1C=NN(C2N=C3C(N=CN3[C@@H]3C[C@H](NC(=O)CC)[C@@H](O)[C@H]3O)=C(NC(C3C=CC(OC)=CC=3)C3C=CC(OC)=CC=3)N=2)C=1)=O)C.[C:50]1([CH:56]([C:82]2[CH:87]=[CH:86][CH:85]=[CH:84][CH:83]=2)[CH2:57][NH:58][C:59]2[N:67]=[C:66]([NH:68][NH2:69])[N:65]=[C:64]3[C:60]=2[N:61]=[CH:62][N:63]3[C@@H:70]2[CH2:74][C@H:73]([NH:75][C:76](=[O:79])[CH2:77][OH:78])[C@@H:72]([OH:80])[C@H:71]2[OH:81])[CH:55]=[CH:54][CH:53]=[CH:52][CH:51]=1.[N+:88]([CH:91]([CH:94]=O)[CH:92]=O)([O-:90])=[O:89].[Na]>>[C:82]1([CH:56]([C:50]2[CH:51]=[CH:52][CH:53]=[CH:54][CH:55]=2)[CH2:57][NH:58][C:59]2[N:67]=[C:66]([N:68]3[CH:94]=[C:91]([N+:88]([O-:90])=[O:89])[CH:92]=[N:69]3)[N:65]=[C:64]3[C:60]=2[N:61]=[CH:62][N:63]3[C@@H:70]2[CH2:74][C@H:73]([NH:75][C:76](=[O:79])[CH2:77][OH:78])[C@@H:72]([OH:80])[C@H:71]2[OH:81])[CH:83]=[CH:84][CH:85]=[CH:86][CH:87]=1 |f:2.3,^1:95|. Reported procedure: The title compound is prepared analogously to 1-[6-{[bis-(4-methoxy-phenyl)-methyl]-amino}-9-((1R,2S,3R,4S)-2,3-dihydroxy-4-propionylamino-cyclopentyl)-9H-purin-2-yl]-1H-pyrazole-4-carboxylic acid ethyl ester (example 168, step 3), by reaction of N-{(1S,2R,3S,4R)-4-[6-(2,2-diphenyl-ethylamino)-2-hydrazino-purin-9-yl]-2,3-dihydroxy-cyclopentyl}-2-hydroxy-acetamide (Intermediate ZP1) and sodium nitromalonaldehyde (prepared as described by Fanta P. E. Org. Syntheses, Coll. Vol. 4 (1963), pp 844-845... The product is ClC=1C=CC(=C(CN2C(=CC(=C2)C)C(=O)OCC)C1)[N+](=O)[O-] (ethyl 1-(5-chloro-2-nitrobenzyl)-4-methyl-1H-pyrrole-2-carboxylate). RXN SMILES: Br[CH2:2][C:3]1[CH:8]=[C:7]([Cl:9])[CH:6]=[CH:5][C:4]=1[N+:10]([O-:12])=[O:11].[CH3:13][C:14]1[CH:15]=[C:16]([C:19]([O:21][CH2:22][CH3:23])=[O:20])[NH:17][CH:18]=1.[OH-].[Na+]>C(Cl)Cl>[Cl:9][C:7]1[CH:6]=[CH:5][C:4]([N+:10]([O-:12])=[O:11])=[C:3]([CH:8]=1)[CH2:2][N:17]1[CH:18]=[C:14]([CH3:13])[CH:15]=[C:16]1[C:19]([O:21][CH2:22][CH3:23])=[O:20] |f:2.3|. The reactants are CC=1C=C(NC1)C(=O)OCC (ethyl 4-methyl-1H-pyrrole-2-carboxylate), [OH-].[Na+] (sodium hydroxide), BrCC1=C(C=CC(=C1)Cl)[N+](=O)[O-] (2-(bromomethyl)-4-chloro-1-nitro-benzene), [OH-].[Na+] (sodium hydroxide), 30-hydrated tetra-n-butylammonium hydroxide. Procedure: Vigorously stir a solution of 2-(bromomethyl)-4-chloro-1-nitro-benzene (25.02 g, 99.88 mmoles) in DCM (200 mL), and to this add a solution of ethyl 4-methyl-1H-pyrrole-2-carboxylate (15 g, 97.92 mmoles) in DCM (200 mL). Then add 30-hydrated tetra-n-butylammonium hydroxide (0.508 g) and cool the stirred mixture under nitrogen to 5° C. using an external ice-bath. Add 25% aq. sodium hydroxide (200 mL) dropwise over 15 minutes observing the internal temperature rise to 10° C. Stir and allow to warm ... The solvent is C(Cl)Cl (DCM), C(Cl)Cl (DCM).